From a dataset of the Open Reaction Database (ORD), a public repository of structured organic reaction records. describe an organic reaction: reactants, conditions, products, and yield Reactants: Na2N3, [N-]=C=O (isocyanate), FC=1C(=C(C(=O)O)C=CC1)[Si](C)(C)C (3-Fluoro-2-trimethylsilylbenzoic acid), C(C(=O)Cl)(=O)Cl (oxalylchloride). Run in O (H2O), CC(=O)C (acetone), C(Cl)Cl (CH2Cl2). Conditions: time 3 hour. Yields the product FC=1C(=C(C=CC1)N=C=O)[Si](C)(C)C (3-Fluoro-2-trimethylsilylphenyl isocyanate). RXN SMILES: [N-:1]=[C:2]=[O:3].[F:4][C:5]1[C:6]([Si:14]([CH3:17])([CH3:16])[CH3:15])=[C:7]([CH:11]=[CH:12][CH:13]=1)C(O)=O.C(Cl)(=O)C(Cl)=O>C(Cl)Cl.O.CC(C)=O>[F:4][C:5]1[C:6]([Si:14]([CH3:17])([CH3:16])[CH3:15])=[C:7]([N:1]=[C:2]=[O:3])[CH:11]=[CH:12][CH:13]=1. Procedure details: Preparation of the intermediate isocyanate was carried out via a Curtius rearrangement. See Capson, T. L. et al., Tetrahedron Lett., 25, 3515 (1984) and references herein. To a solution of the compound prepared in (2) (3.03 g, 14.3 mmol) in CH2Cl2 (20 mL) was added oxalylchloride (130 mL, 15.0 mmol) and the resulting mixture was stirred 3 h at room temperature. The residue obtained after evaporation of the solvent was diluted with THF (10 mL) and injected with vigorous stirring to a ice-cooled s... Reactants: C(C1=CC=CC=C1)N(C1=C(C=C(C=C1)C(C(=O)N1CCCC1)(CC#N)C)[N+](=O)[O-])C (2-[4-(N-benzyl-methylamino)-3-nitro-phenyl]-2-methyl-3-cyano-1-pyrrolidino-propan-1-one), C(CCC)[Sn](CCCC)(CCCC)N=[N+]=[N-] (tributyl tin azide). Yields the product C(C1=CC=CC=C1)N(C1=C(C=C(C=C1)C(C(=O)N1CCCC1)(CC1=NN=NN1)C)[N+](=O)[O-])C (2-[4-(N-benzyl-methylamino)-3-nitro-phenyl]-2-methyl-3-(1H-tetrazol-5-yl)-1-pyrrolidino-propan-1-one). As a reaction SMILES: [CH2:1]([N:8]([CH3:30])[C:9]1[CH:14]=[CH:13][C:12]([C:15]([CH3:26])([CH2:23][C:24]#[N:25])[C:16]([N:18]2[CH2:22][CH2:21][CH2:20][CH2:19]2)=[O:17])=[CH:11][C:10]=1[N+:27]([O-:29])=[O:28])[C:2]1[CH:7]=[CH:6][CH:5]=[CH:4][CH:3]=1.C([Sn]([N:44]=[N+:45]=[N-:46])(CCCC)CCCC)CCC>>[CH2:1]([N:8]([CH3:30])[C:9]1[CH:14]=[CH:13][C:12]([C:15]([CH3:26])([CH2:23][C:24]2[NH:46][N:45]=[N:44][N:25]=2)[C:16]([N:18]2[CH2:22][CH2:21][CH2:20][CH2:19]2)=[O:17])=[CH:11][C:10]=1[N+:27]([O-:29])=[O:28])[C:2]1[CH:7]=[CH:6][CH:5]=[CH:4][CH:3]=1. Reported procedure: Prepared analogously to Example 4g from 2-[4-(N-benzyl-methylamino)-3-nitro-phenyl]-2-methyl-3-cyano-1-pyrrolidino-propan-1-one and tributyl tin azide. Reactants: C(O)([O-])=O.[Na+] (sodium hydrogen carbonate), [Cl-].[Na+] (sodium chloride), S(O)(O)(=O)=O (sulfuric acid), C(C)C1=CC=CC=C1 (ethylbenzene). Solvent: O (water). Run at temperature 125 celsius, time 1.5 hour. Yields the product C(C)C1=CC=C(C=C1)S(=O)(=O)O (p-Ethylbenzenesulfonic Acid). Reaction SMILES: [S:1](=[O:5])(=O)([OH:3])[OH:2].[CH2:6]([C:8]1[CH:13]=[CH:12][CH:11]=[CH:10][CH:9]=1)[CH3:7].C(=O)([O-])O.[Na+].[Cl-].[Na+]>O>[CH2:6]([C:8]1[CH:13]=[CH:12][C:11]([S:1]([OH:3])(=[O:5])=[O:2])=[CH:10][CH:9]=1)[CH3:7] |f:2.3,4.5|. Procedure details: 33 ml (0.6 mol) of conc. sulfuric acid was added to 62 ml (0.5 mol) of ethylbenzene, and the mixture was stirred for 1.5 hours under heating at 120 to 130° C. Layer separation will occur if unreacted ethylbenzene still remains, so the reaction was terminated when no layer separation was confirmed, and a solution containing p-ethylbenzenesulfonic acid as the major component was thus obtained. This solution was poured into 150 ml water and neutralized partially with sodium hydrogen carbonate, and ... The reactants are C1(=CC=C(C=C1)S(=O)(=O)O)C (p-toluene sulfonic acid), C(=O)(O)[O-].[Na+] (NaHCO3), COC(C1=CC(=C(C=C1)OC)N)=O (3-amino-4-methoxy benzoic acid methyl ester), ClC1=CC=C(C#N)C=C1 (4-chlorobenzonitrile), [O-]Cl.[Na+] (NaOCl). Conditions: temperature 160 celsius, time 8 hour. Yields the product COC(C1=CC(=C(C=C1)OC)NC(C1=CC=C(C=C1)Cl)=NCl)=O (3-[(4-chloro-N-chloro-benzimidoyl)-amino]-4-methoxy-benzoic acid methyl ester). The yield is 50.0%. Reaction SMILES: C1(C)C=CC(S(O)(=O)=O)=CC=1.[CH3:12][O:13][C:14](=[O:24])[C:15]1[CH:20]=[CH:19][C:18]([O:21][CH3:22])=[C:17]([NH2:23])[CH:16]=1.[Cl:25][C:26]1[CH:33]=[CH:32][C:29]([C:30]#[N:31])=[CH:28][CH:27]=1.C([O-])(O)=O.[Na+].[O-][Cl:40].[Na+]>>[CH3:12][O:13][C:14](=[O:24])[C:15]1[CH:20]=[CH:19][C:18]([O:21][CH3:22])=[C:17]([NH:23][C:30](=[N:31][Cl:40])[C:29]2[CH:32]=[CH:33][C:26]([Cl:25])=[CH:27][CH:28]=2)[CH:16]=1 |f:3.4,5.6|. Reported procedure: Anhydrous p-toluene sulfonic acid (41.99 g, 220.76 mmol) was melted at 120° C. and 3-amino-4-methoxy benzoic acid methyl ester (20 g, 110.38 mmol) obtained in step 1 of Preparation Example 1 and 4-chlorobenzonitrile (22.78 g, 165.57 mol) were added thereto and stirred at 160° C. for 8 hours. The resulting solution was cooled to room temperature and the reaction was stopped by adding 1M NaHCO3 thereto. The resulting mixture was extracted with ethyl acetate, the extract was dried over MgSO4 and co... The reactants are CCOC(=O)C(F)P(=O)(OCC)OCC (triethyl-2-fluoro-2-phosphonoacetate), ClC=1C(=C(C=C2C(=CC(OC12)(C)C)C(C)C)C(C)=O)OC (1-(8-chloro-4-isopropyl-7-methoxy-2,2-dimethyl-2H-chromen-6-yl)-ethanone), ClC=1C(=C(C=C2C(=CC(OC12)(C)C)C(C)C)C(C)=O)OC (1-(8-chloro-4-isopropyl-7-methoxy-2,2-dimethyl-2H-chromen-6-yl)-ethanone). Yields the product ClC=1C(=C(C=C2C(=CC(OC12)(C)C)C(C)C)/C(=C(\C(=O)OCC)/F)/C)OC (Ethyl (2E)-3-(8-chloro-4-isopropyl-7-methoxy-2,2-dimethyl-2H-chromen-6-yl)-2-fluoro-but-2-enoate). Reaction SMILES: [CH3:1][CH2:2][O:3][C:4]([CH:6](P(OCC)(OCC)=O)[F:7])=[O:5].[Cl:16][C:17]1[C:18]([O:35][CH3:36])=[C:19]([C:32](=O)[CH3:33])[CH:20]=[C:21]2[C:26]=1[O:25][C:24]([CH3:28])([CH3:27])[CH:23]=[C:22]2[CH:29]([CH3:31])[CH3:30]>>[Cl:16][C:17]1[C:18]([O:35][CH3:36])=[C:19](/[C:32](/[CH3:33])=[C:6](/[F:7])\[C:4]([O:3][CH2:2][CH3:1])=[O:5])[CH:20]=[C:21]2[C:26]=1[O:25][C:24]([CH3:28])([CH3:27])[CH:23]=[C:22]2[CH:29]([CH3:30])[CH3:31]. Procedure: Following General Procedure K, triethyl-2-fluoro-2-phosphonoacetate (0.2 mL, 1.07 mmol) and 1-(8-chloro-4-isopropyl-7-methoxy-2,2-dimethyl-2H-chromen-6-yl)-ethanone (Compound 144, 930 mg, 2.88 mmol) were reacted to give the title compound as a light yellow oil after purification by flash chromatography (silica gel, 1:9 ethyl acetate/hexane).